This data is from the Open Reaction Database (ORD), a public repository of structured organic reaction records. The task is: describe an organic reaction: reactants, conditions, products, and yield Yields the product SC1=NN=C(N1CC1=CC(=CC=C1)O)CN1CCN(CC1)C (3-mercapto-4-(3-hydroxybenzyl)-5-[(4-methyl-1-piperazinyl)methyl]-1,2,4-triazole). The solvent is C(Cl)Cl (methylene chloride). As a reaction SMILES: B(Br)(Br)Br.[SH:5][C:6]1[N:10]([CH2:11][C:12]2[CH:17]=[CH:16][CH:15]=[C:14]([O:18]C)[CH:13]=2)[C:9]([CH2:20][N:21]2[CH2:26][CH2:25][N:24]([CH3:27])[CH2:23][CH2:22]2)=[N:8][N:7]=1>C(Cl)Cl>[SH:5][C:6]1[N:10]([CH2:11][C:12]2[CH:17]=[CH:16][CH:15]=[C:14]([OH:18])[CH:13]=2)[C:9]([CH2:20][N:21]2[CH2:22][CH2:23][N:24]([CH3:27])[CH2:25][CH2:26]2)=[N:8][N:7]=1. Starting materials: B(Br)(Br)Br (boron tribromide), SC1=NN=C(N1CC1=CC(=CC=C1)OC)CN1CCN(CC1)C (3-mercapto-4-(3-methoxybenzyl)-5-[(4-methyl-1-piperazinyl)methyl]-1,2,4-triazole). Reported procedure: Reaction according to standard procedures of boron tribromide (40% BBr3 in methylene chloride) with 3-mercapto-4-(3-methoxybenzyl)-5-[(4-methyl-1-piperazinyl)methyl]-1,2,4-triazole in methylene chloride yields 3-mercapto-4-(3-hydroxybenzyl)-5-[(4-methyl-1-piperazinyl)methyl]-1,2,4-triazole. The reactants are O (water), ClC1=C(N)C=CC(=C1)Cl (2,4-dichloroaniline), ICC(C)=O (iodoacetone), C([O-])([O-])=O.[K+].[K+] (potassium carbonate). Run in CN(C)C=O (DMF). Run at temperature 100 celsius. The product is ClC1=C(C=CC(=C1)Cl)NCC(C)=O (1-(2,4-Dichlorophenylamino)propan-2-one). Isolated yield 49.9%. RXN SMILES: [Cl:1][C:2]1[CH:8]=[C:7]([Cl:9])[CH:6]=[CH:5][C:3]=1[NH2:4].I[CH2:11][C:12](=[O:14])[CH3:13].C(=O)([O-])[O-].[K+].[K+].O>CN(C=O)C>[Cl:1][C:2]1[CH:8]=[C:7]([Cl:9])[CH:6]=[CH:5][C:3]=1[NH:4][CH2:11][C:12](=[O:14])[CH3:13] |f:2.3.4|. Reported procedure: A mixture of 2,4-dichloroaniline (20.2 g, 0.125 mol), iodoacetone (26.6 g, 0.145 mol) and potassium carbonate (18.1 g, 0.13 mol) in DMF (200 ml) was heated under nitrogen at 100° C. overnight. After cooling to rt, water was added and the mixture extracted with ether (×3). The combined organic extracts were washed with water, dried (Na2SO4), filtered and concentrated. Flash chromatography (Heptane:EtOAc 90: 10-80:20) afforded 13.6 g (50%) of the title compound as a brown solid.